Task: describe an organic reaction: reactants, conditions, products, and yield. Dataset: the Open Reaction Database (ORD), a public repository of structured organic reaction records Procedure details: 10 g (58 mmol) of 3-hydroxy-6-bromopyridine were dissolved in 40 ml of DMF and treated with 2.76 g (69 mmol) of sodium hydride (60% suspension in mineral oil). After stirring at room temperature for 1 h, 20 mg of 4-dimethylaminopyridine were added and the mixture was treated with 16.53 g (74.8 mmol) of methanesulfonic acid 2-(2,5-dioxopyrrolidin-1-yl)ethyl ester and heated to 100° C. for 3 h. Subsequently, the solvent was evaporated and the residue was taken up in water and extracted 4 times wit... Conditions: time 1 hour. Run in CN(C)C=O (DMF). Product: BrC1=CC=C(C=N1)OCCN1C(CCC1=O)=O (1-(2-(6-Bromopyridin-3-yloxy)ethyl)pyrrolidine-2,5-dione). The reagents and catalysts are CN(C1=CC=NC=C1)C (4-dimethylaminopyridine). As a reaction SMILES: [OH:1][C:2]1[CH:3]=[N:4][C:5]([Br:8])=[CH:6][CH:7]=1.[H-].[Na+].[O:11]=[C:12]1[CH2:16][CH2:15][C:14](=[O:17])[N:13]1[CH2:18][CH2:19]OS(C)(=O)=O>CN(C=O)C.CN(C)C1C=CN=CC=1>[Br:8][C:5]1[N:4]=[CH:3][C:2]([O:1][CH2:19][CH2:18][N:13]2[C:14](=[O:17])[CH2:15][CH2:16][C:12]2=[O:11])=[CH:7][CH:6]=1 |f:1.2|. Starting materials: [H-].[Na+] (sodium hydride), OC=1C=NC(=CC1)Br (3-hydroxy-6-bromopyridine), O=C1N(C(CC1)=O)CCOS(=O)(=O)C (methanesulfonic acid 2-(2,5-dioxopyrrolidin-1-yl)ethyl ester). The yield is 62.3%. The reactants are Cc1nc(C(=O)O)c(-c2ccc(F)cc2)s1, O=C(CC1CCCCN1)c1cc2ccccc2o1. The product is Cc1nc(C(=O)N2CCCCC2CC(=O)c2cc3ccccc3o2)c(-c2ccc(F)cc2)s1. As a reaction SMILES: [F:1][c:2]1[cH:3][cH:4][c:5](-[c:8]2[c:9]([C:14](=[O:15])[OH:16])[n:10][c:11]([CH3:13])[s:12]2)[cH:6][cH:7]1.[o:17]1[c:18]([C:26]([CH2:27][CH:28]2[NH:29][CH2:30][CH2:31][CH2:32][CH2:33]2)=[O:34])[cH:19][c:20]2[c:21]1[cH:22][cH:23][cH:24][cH:25]2>>[F:1][c:2]1[cH:3][cH:4][c:5](-[c:8]2[c:9]([C:14](=[O:16])[N:29]3[CH:28]([CH2:27][C:26]([c:18]4[o:17][c:21]5[c:20]([cH:19]4)[cH:25][cH:24][cH:23][cH:22]5)=[O:34])[CH2:33][CH2:32][CH2:31][CH2:30]3)[n:10][c:11]([CH3:13])[s:12]2)[cH:6][cH:7]1. Reactants: CC(C)(Br)c1ccnc2ncnn12, O=C([O-])O, CC(=O)CC(C)=O, Cc1ccccc1, [Na+], [Ni], Oc1ccc(Cl)cc1. The product is CC(C)(Oc1ccc(Cl)cc1)c1ccnc2ncnn12. As a reaction SMILES: [Br:1][C:2]([CH3:3])([CH3:4])[c:5]1[cH:6][cH:7][n:8][c:9]2[n:10]1[n:11][cH:12][n:13]2.[C:22](=[O:23])([OH:24])[O-:25].[C:27]([CH2:28][C:29](=[O:30])[CH3:31])(=[O:32])[CH3:33].[CH3:35][c:36]1[cH:37][cH:38][cH:39][cH:40][cH:41]1.[Na+:26].[Ni:34].[OH:14][c:15]1[cH:16][cH:17][c:18]([Cl:19])[cH:20][cH:21]1>>[C:2]([CH3:3])([CH3:4])([c:5]1[cH:6][cH:7][n:8][c:9]2[n:10]1[n:11][cH:12][n:13]2)[O:14][c:15]1[cH:16][cH:17][c:18]([Cl:19])[cH:20][cH:21]1.